From a dataset of the Open Reaction Database (ORD), a public repository of structured organic reaction records. describe an organic reaction: reactants, conditions, products, and yield The reactants are C(C)(C)O (iso-propanol), O1C(CCC1)C(=O)N1CCNCC1 (N-(2-tetrahydrofuroyl)piperazine), NC1=NC(=NC2=CC(=C(C=C12)OC)OC)Cl (4-amino-2-chloro-6,7-dimethoxyquinazoline). Solvent: O (water). Product: COC=1C=C2C(=CC1OC)N=C(N=C2N)N3CCN(CC3)C(=O)C4CCCO4 (Terazosin). Yield: 108.1%. RXN SMILES: C(O)(C)C.[O:5]1[CH2:9][CH2:8][CH2:7][CH:6]1[C:10]([N:12]1[CH2:17][CH2:16][NH:15][CH2:14][CH2:13]1)=[O:11].[NH2:18][C:19]1[C:28]2[C:23](=[CH:24][C:25]([O:31][CH3:32])=[C:26]([O:29][CH3:30])[CH:27]=2)[N:22]=[C:21](Cl)[N:20]=1>O>[CH3:30][O:29][C:26]1[CH:27]=[C:28]2[C:19]([NH2:18])=[N:20][C:21]([N:15]3[CH2:14][CH2:13][N:12]([C:10]([CH:6]4[O:5][CH2:9][CH2:8][CH2:7]4)=[O:11])[CH2:17][CH2:16]3)=[N:22][C:23]2=[CH:24][C:25]=1[O:31][CH3:32]. Reported procedure: To a solution of iso-propanol (290 ml), water (50 ml) and N-(2-tetrahydrofuroyl)piperazine (20 g) were added, while stirring, 4-amino-2-chloro-6,7-dimethoxyquinazoline (22.2 g). The reaction mixture was heated to reflux and the reflux was maintained for about 35 hours. Then the reaction mixture was cooled to room temperature and stirred at this temperature for about 12 hours. The crystals were collected by filtration, washed with iso-propanol and dried in vacuo at 40° C. to yield 38.8 g (94%) of... Reactants: ice, NC1=CC=CC=C1 (aniline), ClC(CC)N(C)C (1-chloro-N,N-dimethyl propyl amine), CNC1=CC=C(C=C1)OC12CC3CC(CC(C1)C3)C2 (N-methyl-p-(1-adamantyloxy)aniline), [Li]CCCC (BuLi). The solvent is CO (MeOH), C1(=CC=CC=C1)C (toluene), C1CCOC1 (THF), C1CCOC1 (THF), CCCCC (pentane). Conditions: time 1 hour. Yields the product C12(CC3CC(CC(C1)C3)C2)OC2=CC=C(N(CCCN(C)C)C)C=C2 (4-(1-Adamantyloxy)-N-methyl-N-[3-(dimethylamino)propyl]aniline). Reaction SMILES: [CH3:1][NH:2][C:3]1[CH:8]=[CH:7][C:6]([O:9][C:10]23[CH2:19][CH:14]4[CH2:15][CH:16]([CH2:18][CH:12]([CH2:13]4)[CH2:11]2)[CH2:17]3)=[CH:5][CH:4]=1.[Li][CH2:21]CCC.Cl[CH:26]([N:29]([CH3:31])[CH3:30])[CH2:27]C.NC1C=CC=CC=1>CCCCC.C1COCC1.C1(C)C=CC=CC=1.CO>[C:10]12([O:9][C:6]3[CH:5]=[CH:4][C:3]([N:2]([CH3:21])[CH2:1][CH2:27][CH2:26][N:29]([CH3:31])[CH3:30])=[CH:8][CH:7]=3)[CH2:19][CH:14]3[CH2:13][CH:12]([CH2:18][CH:16]([CH2:15]3)[CH2:17]1)[CH2:11]2. Procedure details: To an ice:MeOH cooled solution of 2.0 g. (0.078 mole) of N-methyl-p-(1-adamantyloxy)aniline in 20 ml. THF was added 4.75 ml. of 1.64 N BuLi in pentane. A solution of a 1:1 mixture of toluene and 1-chloro-N,N-dimethyl propyl amine in 20 ml. THF was then added and the mixture stirred at room temperature for 1 hour and at reflux for 20 hours. The bulk of the solvent was removed in vacuum and the residue dissolved in H2O and Et2O. The organic layer was washed with H2O and brine and taken to dryness.... Starting materials: CC=1N=C(SC1C(=O)OCC)N1C(N(CC1)C1=CC=CC=C1)=O (ethyl 4-methyl-2-(2-oxo-3-phenylimidazolidin-1-yl)thiazole-5-carboxylate), C(CCC)N1C(N(CC1)C=1SC(=C(N1)C)C(=O)OCC)=O (ethyl 2-(3-butyl-2-oxoimidazolidin-1-yl)-4-methylthiazole-5-carboxylate). Yields the product C(CCC)N1C(N(CC1)C=1SC(=C(N1)C)C(=O)O)=O (2-(3-butyl-2-oxoimidazolidin-1-yl)-4-methylthiazole-5-carboxylic acid). Isolated yield 94.0%. Reaction SMILES: [CH3:1][C:2]1[N:3]=[C:4]([N:12]2[CH2:16][CH2:15][N:14]([C:17]3C=C[CH:20]=[CH:19][CH:18]=3)[C:13]2=[O:23])[S:5][C:6]=1[C:7]([O:9]CC)=[O:8].C(N1CCN(C2SC(C(OCC)=O)=C(C)N=2)C1=O)CCC>>[CH2:17]([N:14]1[CH2:15][CH2:16][N:12]([C:4]2[S:5][C:6]([C:7]([OH:9])=[O:8])=[C:2]([CH3:1])[N:3]=2)[C:13]1=[O:23])[CH2:18][CH2:19][CH3:20]. Procedure: Following the procedure as described in Example 6, making variations as required to replace ethyl 4-methyl-2-(2-oxo-3-phenylimidazolidin-1-yl)thiazole-5-carboxylate with ethyl 2-(3-butyl-2-oxoimidazolidin-1-yl)-4-methylthiazole-5-carboxylate, the title compound was obtained in 94% yield: MS (ES+) m/z 284.2 (M+1). Starting materials: ClCCl, O=C(O)C(F)(F)F, CC(C)(C)OC(=O)N1CCN(c2ccccc2-c2cc3ccc(N4CCCC(O)C4)cc3c(=O)[nH]2)CC1. The product is O=c1[nH]c(-c2ccccc2N2CCNCC2)cc2ccc(N3CCCC(O)C3)cc12. As a reaction SMILES: [Cl:45][CH2:46][Cl:47].[OH:1][C:2]([C:3]([F:4])([F:5])[F:6])=[O:7].[OH:8][CH:9]1[CH2:10][N:11]([c:15]2[cH:16][cH:17][c:18]3[cH:19][c:20](-[c:26]4[c:27]([N:32]5[CH2:33][CH2:34][N:35]([C:38]([O:39][C:40]([CH3:41])([CH3:42])[CH3:43])=[O:44])[CH2:36][CH2:37]5)[cH:28][cH:29][cH:30][cH:31]4)[nH:21][c:22](=[O:25])[c:23]3[cH:24]2)[CH2:12][CH2:13][CH2:14]1>>[OH:8][CH:9]1[CH2:10][N:11]([c:15]2[cH:16][cH:17][c:18]3[cH:19][c:20](-[c:26]4[c:27]([N:32]5[CH2:33][CH2:34][NH:35][CH2:36][CH2:37]5)[cH:28][cH:29][cH:30][cH:31]4)[nH:21][c:22](=[O:25])[c:23]3[cH:24]2)[CH2:12][CH2:13][CH2:14]1. Reactants: C1COC(C)(CCCCl)O1 (5-chloro-2-pentanone ethylene ketal), CNC1=CC=CC=C1 (N-methylaniline), C([O-])([O-])=O.[K+].[K+] (potassium carbonate), [I-].[K+] (potassium iodide). Run in CN(C=O)C (dimethylformamide). Product: C1COC(C)(CCCN(C2=CC=CC=C2)C)O1 (5-(N-methylanilino)-2-pentanone ethylene ketal). As a reaction SMILES: [CH2:1]1[O:10][C:4]([CH2:6][CH2:7][CH2:8]Cl)([CH3:5])[O:3][CH2:2]1.[CH3:11][NH:12][C:13]1[CH:18]=[CH:17][CH:16]=[CH:15][CH:14]=1.C(=O)([O-])[O-].[K+].[K+].[I-].[K+]>CN(C)C=O>[CH2:1]1[O:10][C:4]([CH2:6][CH2:7][CH2:8][N:12]([CH3:11])[C:13]2[CH:18]=[CH:17][CH:16]=[CH:15][CH:14]=2)([CH3:5])[O:3][CH2:2]1 |f:2.3.4,5.6|. Procedure: Combine 5-chloro-2-pentanone ethylene ketal (80 g=0.49 mol), N-methylaniline (52 g=0.49 mol), potassium carbonate (67 g=0.49 mol) and potassium iodide (8.1 g) in 250 ml dimethylformamide and heat at 100° C. for 16 hours. Allow to cool, partition between ether and water, and wash the ether twice with water. Dry, concentrate and distill to obtain 5-(N-methylanilino)-2-pentanone ethylene ketal, boiling point 104°-109° C./0.1 mm. Dissolve this (47 g=0.20 mol) in 400 ml 1.0 N hydrochloric acid with 1... Reactants: BrC=1C=C2C3=NC(=CN3C3CC(C2=CC1)C3)I (9-bromo-4-iodo-2,5-diazatetracyclo[11.1.1.0[2,6].0[7,12]]pentadeca-3,5,7,9,11-pentaene), CO, CN(C=O)C (N,N-dimethylformamide), C[Si](C)(C)N[Si](C)(C)C (HMDS), Pd(PPh3)2C1. Reaction conditions: temperature 60 celsius, time 2 hour. Yield: 83.0%. Reaction SMILES: [Br:1][C:2]1[CH:3]=[C:4]2[C:13](=[CH:14][CH:15]=1)[CH:12]1[CH2:16][CH:10]([CH2:11]1)[N:9]1[C:5]2=[N:6][C:7](I)=[CH:8]1.C[Si](N[Si](C)(C)C)(C)C.C[N:28](C)[CH:29]=[O:30]>>[Br:1][C:2]1[CH:3]=[C:4]2[C:13](=[CH:14][CH:15]=1)[CH:12]1[CH2:16][CH:10]([CH2:11]1)[N:9]1[C:5]2=[N:6][C:7]([C:29]([NH2:28])=[O:30])=[CH:8]1. Procedure details: Into a 2-L 4-necked round-bottom flask purged and maintained with an inert atmosphere of nitrogen was placed 9-bromo-4-iodo-2,5-diazatetracyclo[11.1.1.0[2,6].0[7,12]]pentadeca-3,5,7,9,11-pentaene (65 g, 162.08 mmol, 1.00 equiv), N,N-dimethylformamide (1.2 L), HMDS (208 g, 1.29 mol, 8.00 equiv), and Pd(PPh3)2C1 (9.1 g, 0.08 equiv). To the above CO (2 atm) was introduced in. The resulting solution was stirred at 60° C. for 2 h. This reaction was repeated for 3 more times. The reaction mixture was ... Yields the product BrC=1C=C2C3=NC(=CN3C3CC(C2=CC1)C3)C(=O)N (9-bromo-2,5-diazatetracyclo[11.1.1.0[2,6].0[7,12]]pentadeca-3,5,7,9,11-pentaene-4-carboxamide). Reactants: o-chlorophenylhydrazone, COC1=CC=2C3=C(NC2C=C1)C1=CC=CC=C1C3 (5,10-dihydro-8-methoxyindeno[1,2-b]indole), C(Cl)(Cl)Cl (chloroform), C1(CCC2=CC=CC=C12)=O (1-indanone), polyphosphonate ester. Conditions: time 1 hour. Product: ClC1=CC=CC=2C3=C(NC12)C1=CC=CC=C1C3 (5,10-Dihydro-6-chloroindeno[1,2-b]indole). As a reaction SMILES: C1(=O)C2C(=CC=CC=2)CC1.CO[C:13]1[CH:21]=[CH:20][C:19]2[NH:18][C:17]3[C:22]4[C:27]([CH2:28][C:16]=3[C:15]=2[CH:14]=1)=[CH:26][CH:25]=[CH:24][CH:23]=4.C(Cl)(Cl)[Cl:30]>>[Cl:30][C:20]1[C:19]2[NH:18][C:17]3[C:22]4[C:27]([CH2:28][C:16]=3[C:15]=2[CH:14]=[CH:13][CH:21]=1)=[CH:26][CH:25]=[CH:24][CH:23]=4. Procedure: The o-chlorophenylhydrazone of 1-indanone (650 mg, 2.5 mmol) was boiled in a chloroform solution of polyphosphonate ester (see the preparation of 5,10-dihydro-8-methoxyindeno[1,2-b]indole) for 30 minutes. The solvent was removed, and the residue stirred in water (75 cm3) for 1 hour. Extraction into diethylether gave a green solution which was washed with water, dried (MgSO4), and evaporated. Purification by column chromatography (Rf [5% EtOAc/petrol (60°-80° C.)]0.5), gave the title compound as ...